This data is from the Open Reaction Database (ORD), a public repository of structured organic reaction records. The task is: describe an organic reaction: reactants, conditions, products, and yield Reactants: C(CCC)[Li] (n-butyl lithium), C(CCC)[Mg]Br (n-butyl magnesium bromide), CN(C)C=O (DMF), C1(CC1)N(C(OC(C)(C)C)=O)CC1=CC(=C(C=C1)Br)Br (tert-butyl cyclopropyl(3,4-dibromobenzyl)carbamate). The solvent is C1(=CC=CC=C1)C (toluene). Yields the product BrC=1C=C(CN(C(OC(C)(C)C)=O)C2CC2)C=C(C1)C=O (tert-Butyl (3-bromo-5-formylbenzyl)cyclopropylcarbamate). Reaction SMILES: C([Li])CCC.C([Mg]Br)CCC.[CH:12]1([N:15]([CH2:23][C:24]2[CH:29]=[CH:28][C:27](Br)=[C:26]([Br:31])[CH:25]=2)[C:16](=[O:22])[O:17][C:18]([CH3:21])([CH3:20])[CH3:19])[CH2:14][CH2:13]1.CN([CH:35]=[O:36])C>C1(C)C=CC=CC=1>[Br:31][C:26]1[CH:25]=[C:24]([CH:29]=[C:28]([CH:35]=[O:36])[CH:27]=1)[CH2:23][N:15]([CH:12]1[CH2:14][CH2:13]1)[C:16](=[O:22])[O:17][C:18]([CH3:21])([CH3:20])[CH3:19]. Reported procedure: To a toluene (0.1 M) solution of n-butyl lithium (2.5 M in hexanes, 1.2 eq.) was added at −10° C. n-butyl magnesium bromide (2.0 M in THF, 0.4 eq.). The resulting suspension was stirred at −10° C. for 20 min before tert-butyl cyclopropyl(3,4-dibromobenzyl)carbamate (1 eq., Amine 77, Step 2) was added. The now yellow-red suspension was stirred at 0° C. for 30 min before DMF (30 eq.) was added dropwise neat at −78° C. The reaction mixture was allowed to warm slowly to RT over 3 h. The now black su... The reactants are NC(=NC(C1=CC(=C(C=C1C)OC=1C=NC=C(C1)Cl)S(=O)(=O)C)=O)N (N-diaminomethylene-3-methylsulfonyl-4-(5-chloro-3-pyridyloxy)-6-methylbenzamide), CS(=O)(=O)C=1C=C(C(=O)OC)C=CC1OC1(NC=CC=C1)Br (methyl 3-methylsulfonyl-4-(2-bromo-2-pyridyloxy)benzoate). The product is NC(=NC(C1=CC(=C(C=C1)OC=1C(=NC=C(C1)Cl)O)S(=O)(=O)C)=O)N (N-diaminomethylene-3-methylsulfonyl-4-(2-hydroxy-5-chloro-3 -pyridyloxy)benzamide). Reaction SMILES: [NH2:1][C:2]([NH2:25])=[N:3][C:4](=[O:24])[C:5]1[C:10](C)=[CH:9][C:8]([O:12][C:13]2[CH:14]=[N:15][CH:16]=[C:17]([Cl:19])[CH:18]=2)=[C:7]([S:20]([CH3:23])(=[O:22])=[O:21])[CH:6]=1.CS(C1C=C(C=CC=1OC1(Br)C=CC=CN1)C(OC)=O)(=O)=[O:28]>>[NH2:1][C:2]([NH2:25])=[N:3][C:4](=[O:24])[C:5]1[CH:10]=[CH:9][C:8]([O:12][C:13]2[C:14]([OH:28])=[N:15][CH:16]=[C:17]([Cl:19])[CH:18]=2)=[C:7]([S:20]([CH3:23])(=[O:22])=[O:21])[CH:6]=1. Reported procedure: N-diaminomethylene-3-methylsulfonyl-4-(5-chloro-3-pyridyloxy)-6-methylbenzamide, m.p. 208-210°; with methyl 3-methylsulfonyl-4-(2-bromo-2-pyridyloxy)benzoate,